From a dataset of the Open Reaction Database (ORD), a public repository of structured organic reaction records. describe an organic reaction: reactants, conditions, products, and yield Reactants: CCOC(=O)CN(C)Cc1noc(C(CCCC2CCCCC2)CC(=O)OC(C)(C)C)n1, [Li+], C1COCCO1, [OH-], O, O. Product: CN(CC(=O)O)Cc1noc(C(CCCC2CCCCC2)CC(=O)OC(C)(C)C)n1. Reaction SMILES: [C:1]([CH3:2])([CH3:3])([CH3:4])[O:5][C:6]([CH2:7][CH:8]([CH2:9][CH2:10][CH2:11][CH:12]1[CH2:13][CH2:14][CH2:15][CH2:16][CH2:17]1)[c:18]1[n:19][c:20]([CH2:23][N:24]([CH3:25])[CH2:26][C:27](=[O:28])[O:29][CH2:30][CH3:31])[n:21][o:22]1)=[O:32].[Li+:34].[O:36]1[CH2:37][CH2:38][O:39][CH2:40][CH2:41]1.[OH-:33].[OH2:35].[OH2:42]>>[C:1]([CH3:2])([CH3:3])([CH3:4])[O:5][C:6]([CH2:7][CH:8]([CH2:9][CH2:10][CH2:11][CH:12]1[CH2:13][CH2:14][CH2:15][CH2:16][CH2:17]1)[c:18]1[n:19][c:20]([CH2:23][N:24]([CH3:25])[CH2:26][C:27](=[O:28])[OH:29])[n:21][o:22]1)=[O:32]. The product is OCCCCCNC1=NC(N([C@H]2C[C@H](O)[C@@H](COC(C3=CC=C(C=C3)OC)(C3=CC=C(C=C3)OC)C3=CC=CC=C3)O2)C=C1)=O (2′-deoxy-N4-(5-hydroxypentyl )-5′-O-(4,4′-dimethoxytrityl)cytidine). Procedure: A solution of 5-aminopentanol (10.0 g, 96.9 mmol) in 2-propanol (10 mL) was added to N4-benzoyl-2′-deoxy-5′-O-(4,4′-dimethoxytrityl)cytidine (2.61 g, 4.12 mmol) and stirred until the mixture was clear. 1,5,7-Triazabicyclo[4.4.0]dec-5-ene (TBD, 2.40 g, 17.2 mmol) was added and the reaction mixture was stirred at ambient temperature for 48 hours. The reaction mixture was evaporated to an oil under high vacuum via oil pump, dissolved in CHCl3 (100 mL), extracted with 0.1 molar aqueous NaOH (2×50 mL... Starting materials: NCCCCCO (5-aminopentanol), C(C1=CC=CC=C1)(=O)NC1=NC(N([C@H]2C[C@H](O)[C@@H](COC(C3=CC=C(C=C3)OC)(C3=CC=C(C=C3)OC)C3=CC=CC=C3)O2)C=C1)=O (N4-benzoyl-2′-deoxy-5′-O-(4,4′-dimethoxytrityl)cytidine), N12CCCN=C2NCCC1 (1,5,7-Triazabicyclo[4.4.0]dec-5-ene). Reaction SMILES: [NH2:1][CH2:2][CH2:3][CH2:4][CH2:5][CH2:6][OH:7].C(N[C:17]1[CH:53]=[CH:52][N:20]([C@@H:21]2[O:51][C@H:25]([CH2:26][O:27][C:28]([C:45]3[CH:50]=[CH:49][CH:48]=[CH:47][CH:46]=3)([C:37]3[CH:42]=[CH:41][C:40]([O:43][CH3:44])=[CH:39][CH:38]=3)[C:29]3[CH:34]=[CH:33][C:32]([O:35][CH3:36])=[CH:31][CH:30]=3)[C@@H:23]([OH:24])[CH2:22]2)[C:19](=[O:54])[N:18]=1)(=O)C1C=CC=CC=1.N12CCCNC1=NCCC2>CC(O)C>[OH:7][CH2:6][CH2:5][CH2:4][CH2:3][CH2:2][NH:1][C:17]1[CH:53]=[CH:52][N:20]([C@@H:21]2[O:51][C@H:25]([CH2:26][O:27][C:28]([C:45]3[CH:46]=[CH:47][CH:48]=[CH:49][CH:50]=3)([C:37]3[CH:42]=[CH:41][C:40]([O:43][CH3:44])=[CH:39][CH:38]=3)[C:29]3[CH:34]=[CH:33][C:32]([O:35][CH3:36])=[CH:31][CH:30]=3)[C@@H:23]([OH:24])[CH2:22]2)[C:19](=[O:54])[N:18]=1. The solvent is CC(C)O (2-propanol). Starting materials: CC1(N(CC=C1)C(=O)OC(C)(C)C)C1=CC=CC=C1 (tert-Butyl 2-methyl-2-phenyl-2,5-dihydro-1H-pyrrole-1-carboxylate), [OH-].[Na+] (NaOH), OO (H2O2), O (Water). Solvent: C1CCOC1 (THF), C1CCOC1 (THF). Reaction conditions: temperature 0 celsius. Product: EtOAc Hexanes, OC1CC(N(C1)C(=O)OC(C)(C)C)(C1=CC=CC=C1)C (tert-butyl 4-hydroxy-2-methyl-2-phenylpyrrolidine-1-carboxylate). Isolated yield 100.0%. As a reaction SMILES: [CH3:1][C:2]1([C:14]2[CH:19]=[CH:18][CH:17]=[CH:16][CH:15]=2)[CH:6]=[CH:5][CH2:4][N:3]1[C:7]([O:9][C:10]([CH3:13])([CH3:12])[CH3:11])=[O:8].[OH2:20].[OH-].[Na+].OO>C1COCC1>[OH:20][CH:5]1[CH2:4][N:3]([C:7]([O:9][C:10]([CH3:11])([CH3:12])[CH3:13])=[O:8])[C:2]([CH3:1])([C:14]2[CH:19]=[CH:18][CH:17]=[CH:16][CH:15]=2)[CH2:6]1 |f:2.3|. Procedure: A solution of 20-4 (0.50 g, 1.9 mmol) in anhydrous THF (80 mL) at 0° C. was treated with BH3:THF (1.93 mL, 1.9 mmol) then stirred for 1 hour. at 25° C. Water (0.35 mL, 19.2 mmol) was added, followed by 3 N NaOH (0.23 mL, 5.8 mmol). The resulting solution was cooled to 0° C. prior to the addition of 30% H2O2 (0.22 mL, 1.9 mmol). The reaction was partitioned between sat. aq. NaHCO3 (100 mL) and EtOAc (2×100 mL). The combined organic layers were dried over Na2SO4, filtered, and concentrated under r...